Dataset: the Open Reaction Database (ORD), a public repository of structured organic reaction records. Task: describe an organic reaction: reactants, conditions, products, and yield Starting materials: CCO, CN(C)c1ccncc1, I, CCC(=O)NC1CC(n2cnc3c(NCC(c4ccccc4)c4ccccc4)nc(N4CCC(N)C4)nc32)C(O)C1O, SC1=NCCN1. Product: CCC(=O)NC1CC(n2cnc3c(NCC(c4ccccc4)c4ccccc4)nc(N4CCC(NC5=NCCN5)C4)nc32)C(O)C1O. RXN SMILES: [CH3:50][CH2:51][OH:52].[CH3:53][N:54]([c:55]1[cH:56][cH:57][n:58][cH:59][cH:60]1)[CH3:61].[IH:43].[NH2:1][CH:2]1[CH2:3][N:4]([c:7]2[n:8][c:9]([NH:28][CH2:29][CH:30]([c:31]3[cH:32][cH:33][cH:34][cH:35][cH:36]3)[c:37]3[cH:38][cH:39][cH:40][cH:41][cH:42]3)[c:10]3[n:11][cH:12][n:13]([CH:16]4[CH:17]([OH:27])[CH:18]([OH:26])[CH:19]([NH:21][C:22]([CH2:23][CH3:24])=[O:25])[CH2:20]4)[c:14]3[n:15]2)[CH2:5][CH2:6]1.[NH:44]1[C:45]([SH:49])=[N:46][CH2:47][CH2:48]1>>[NH:1]([CH:2]1[CH2:3][N:4]([c:7]2[n:8][c:9]([NH:28][CH2:29][CH:30]([c:31]3[cH:32][cH:33][cH:34][cH:35][cH:36]3)[c:37]3[cH:38][cH:39][cH:40][cH:41][cH:42]3)[c:10]3[n:11][cH:12][n:13]([CH:16]4[CH:17]([OH:27])[CH:18]([OH:26])[CH:19]([NH:21][C:22]([CH2:23][CH3:24])=[O:25])[CH2:20]4)[c:14]3[n:15]2)[CH2:5][CH2:6]1)[C:45]1=[N:44][CH2:48][CH2:47][NH:46]1. The reactants are CC(C)Br, CN(C)C=O, COc1ccc(Cl)cc1CC#N, Cl, [H-], [Na+], O. Yields the product COc1ccc(Cl)cc1C(C#N)C(C)C. As a reaction SMILES: [Br:3][CH:4]([CH3:5])[CH3:6].[CH3:20][N:21]([CH3:22])[CH:23]=[O:24].[CH3:7][O:8][c:9]1[c:10]([CH2:11][C:12]#[N:13])[cH:14][c:15]([Cl:18])[cH:16][cH:17]1.[ClH:19].[H-:1].[Na+:2].[OH2:25]>>[CH:4]([CH3:5])([CH3:6])[CH:11]([c:10]1[c:9]([O:8][CH3:7])[cH:17][cH:16][c:15]([Cl:18])[cH:14]1)[C:12]#[N:13].